From a dataset of the Open Reaction Database (ORD), a public repository of structured organic reaction records. describe an organic reaction: reactants, conditions, products, and yield The reactants are FC1=CC=C(C=C1)[Mg]Br (4-fluorophenylmagnesium bromide), CC(=CC=O)C (3-methyl-2-butenal), [Cl-].[NH4+] (ammonium chloride). The reagents and catalysts are [Cu]Br (copper(I) bromide). Run in O1CCCC1 (tetrahydrofuran). Conditions: temperature 5 celsius, time 1 hour. Product: FC1=CC=C(C=C1)C(CC=O)(C)C (3-(4-fluorophenyl)-3-methylbutyraldehyde). Yield: 43.0%. Reaction SMILES: [F:1][C:2]1[CH:7]=[CH:6][C:5]([Mg]Br)=[CH:4][CH:3]=1.[CH3:10][C:11]([CH3:15])=[CH:12][CH:13]=[O:14].[Cl-].[NH4+]>O1CCCC1.[Cu]Br>[F:1][C:2]1[CH:7]=[CH:6][C:5]([C:11]([CH3:15])([CH3:10])[CH2:12][CH:13]=[O:14])=[CH:4][CH:3]=1 |f:2.3|. Procedure: Under a nitrogen atmosphere, a stirring solution of 66.6 grams (0.334 mole) of 4-fluorophenylmagnesium bromide (1M in diethyl ether) is cooled to -10° C., and 2.2 grams (0.015 mole) of copper(I) bromide is added in one portion. Upon completion of addition, a solution of 25.0 grams (0.297 mole) of 3-methyl-2-butenal in 20 mL of tetrahydrofuran is added dropwise at a rate to maintain the reaction mixture temperature at about 5° C. The complete addition requires about one hour. Upon completion of a... Reactants: C(C=C)OC(=O)N[C@@H](CCSC)C(=O)O (N-(allyloxycarbonyl)methionine), Cl (HCl), C([O-])(O)=O.[Na+] (sodium bicarbonate). The solvent is CO (CH3OH). Product: COC([C@@H](NC(=O)OCC=C)CCSC)=O (N-(allyloxycarbonyl)methionine methyl ester). As a reaction SMILES: [CH2:1]([O:4][C:5]([NH:7][C@H:8]([C:13]([OH:15])=[O:14])[CH2:9][CH2:10][S:11][CH3:12])=[O:6])[CH:2]=[CH2:3].Cl.[C:17](=O)(O)[O-].[Na+]>CO>[CH3:17][O:14][C:13](=[O:15])[C@H:8]([CH2:9][CH2:10][S:11][CH3:12])[NH:7][C:5]([O:4][CH2:1][CH:2]=[CH2:3])=[O:6] |f:2.3|. Reported procedure: A solution of 0.06 mol of N-(allyloxycarbonyl)methionine, prepared as described by H. Kunz and C. Unverzagt in Angew. Chem. Int. Ed. Engl., 1984, 23, 436-437, and 0.066 mol of HCl in 100 mL of CH3OH is stirred at reflux for 8 hours. The solution is then cooled and treated with 0.066 mol of sodium bicarbonate. The solvent is removed by rotary evaporator, and the residue is dissolved in diethyl ether, filtered, dried over MgSO4, and filtered. The solvent is removed by rotary evaporator to give N-(... RXN SMILES: C(=O)([O-])[O-].[K+].[K+].Cl[CH2:8][CH:9]=[CH:10][CH3:11].[Cl:12][C:13]1[CH:19]=[CH:18][C:16]([NH2:17])=[CH:15][C:14]=1[CH:20]([CH3:22])[CH3:21]>CN(C)C=O>[CH2:8]([NH:17][C:16]1[CH:18]=[CH:19][C:13]([Cl:12])=[C:14]([CH:20]([CH3:22])[CH3:21])[CH:15]=1)[CH:9]=[CH:10][CH3:11] |f:0.1.2|. Yields the product C(C=CC)NC1=CC(=C(C=C1)Cl)C(C)C (N-(2-butenyl)-N-(4-chloro-3-isopropylphenyl)amine). Run in CN(C=O)C (N,N-dimethylformamide). Reaction conditions: time 1 hour. Reactants: C([O-])([O-])=O.[K+].[K+] (potassium carbonate), ClCC=CC (chloro-2-butene), ClC1=C(C=C(N)C=C1)C(C)C (4-chloro-3-isopropylaniline). Reported procedure: 2.8 g of anhydrous potassium carbonate and 2.0 g of -chloro-2-butene were added to 3.2 g of 4-chloro-3-isopropylaniline in 15 ml of N,N-dimethylformamide, followed by stirring at 70°-90° C. for 1 hour. After potassium carbonate was removed by filtration, 100 ml of water were added, and extraction was then carried out with toluene. After drying over anhydrous sodium sulfate, the reaction solution was concentrated by means of an evaporator, and silica gel chromatography was then done to obtain 1.5... Starting materials: CCn1cc(C(=O)O)c(=O)c2cc(F)c(F)cc21, O=S(=O)(c1ccccc1)n1cc(C2CNCCN2)c2ccccc21, c1ccncc1. Product: CCn1cc(C(=O)O)c(=O)c2cc(F)c(N3CCNC(c4cn(S(=O)(=O)c5ccccc5)c5ccccc45)C3)cc21. RXN SMILES: [CH2:25]([CH3:26])[n:27]1[cH:28][c:29]([C:40](=[O:41])[OH:42])[c:30](=[O:39])[c:31]2[cH:32][c:33]([F:38])[c:34]([F:37])[cH:35][c:36]12.[c:1]1([S:7](=[O:8])(=[O:9])[n:10]2[cH:11][c:12]([CH:19]3[NH:20][CH2:21][CH2:22][NH:23][CH2:24]3)[c:13]3[cH:14][cH:15][cH:16][cH:17][c:18]23)[cH:2][cH:3][cH:4][cH:5][cH:6]1.[cH:43]1[cH:44][cH:45][n:46][cH:47][cH:48]1>>[c:1]1([S:7](=[O:8])(=[O:9])[n:10]2[cH:11][c:12]([CH:19]3[NH:20][CH2:21][CH2:22][N:23]([c:34]4[c:33]([F:38])[cH:32][c:31]5[c:30](=[O:39])[c:29]([C:40](=[O:41])[OH:42])[cH:28][n:27]([CH2:25][CH3:26])[c:36]5[cH:35]4)[CH2:24]3)[c:13]3[cH:14][cH:15][cH:16][cH:17][c:18]23)[cH:2][cH:3][cH:4][cH:5][cH:6]1. The reactants are CCOc1cc(C=O)cc(Br)c1O, C1CCOC1, CN(C)C=O, CCOC(C)=O, CO, Cl[Cu], [H-], [Na+]. The product is CCOc1cc(C=O)cc(OC)c1O. Reaction SMILES: [Br:5][c:6]1[cH:7][c:8]([CH:9]=[O:10])[cH:11][c:12]([O:15][CH2:16][CH3:17])[c:13]1[OH:14].[CH2:18]1[O:19][CH2:20][CH2:21][CH2:22]1.[CH3:23][N:24]([CH3:25])[CH:26]=[O:27].[CH3:28][CH2:29][O:30][C:31](=[O:32])[CH3:33].[CH3:3][OH:4].[Cl:34][Cu:35].[H-:1].[Na+:2]>>[CH3:3][O:4][c:6]1[cH:7][c:8]([CH:9]=[O:10])[cH:11][c:12]([O:15][CH2:16][CH3:17])[c:13]1[OH:14].